From a dataset of the Open Reaction Database (ORD), a public repository of structured organic reaction records. describe an organic reaction: reactants, conditions, products, and yield Reactants: COCCOc1c(S(C)(=O)=O)ccc(C(=O)OC)c1C, CO, [Na+], [OH-]. Product: COCCOc1c(S(C)(=O)=O)ccc(C(=O)O)c1C. Reaction SMILES: [CH3:1][O:2][CH2:3][CH2:4][O:5][c:6]1[c:7]([CH3:20])[c:8]([C:9](=[O:10])[O:11][CH3:12])[cH:13][cH:14][c:15]1[S:16](=[O:17])(=[O:18])[CH3:19].[CH3:23][OH:24].[Na+:22].[OH-:21]>>[CH3:1][O:2][CH2:3][CH2:4][O:5][c:6]1[c:7]([CH3:20])[c:8]([C:9](=[O:10])[OH:11])[cH:13][cH:14][c:15]1[S:16](=[O:17])(=[O:18])[CH3:19]. Starting materials: B(Br)(Br)Br (BBr3), 9a, C(CCC)C1CC(C(=C2C3=CC=C(C(=C3CC12)C)OC)C)=O (butyl-4,8-dimethyl-7-methoxy-1,2,9,9a-tetrahydro-3H-fluoren-3-one). Run in C(Cl)Cl (CH2Cl2), C(Cl)Cl (CH2Cl2). Reaction conditions: time 4 hour. Yields the product 9a, C(CCC)C1CC(C(=C2C3=CC=C(C(=C3CC12)C)O)C)=O (butyl-4,8-dimethyl-7-hydroxy-1,2,9,9a-tetrahydro-3H-fluoren-3-one). RXN SMILES: [CH2:1]([CH:5]1[CH:17]2[C:9]([C:10]3[C:15]([CH2:16]2)=[C:14]([CH3:18])[C:13]([O:19]C)=[CH:12][CH:11]=3)=[C:8]([CH3:21])[C:7](=[O:22])[CH2:6]1)[CH2:2][CH2:3][CH3:4].B(Br)(Br)Br>C(Cl)Cl>[CH2:1]([CH:5]1[CH:17]2[C:9]([C:10]3[C:15]([CH2:16]2)=[C:14]([CH3:18])[C:13]([OH:19])=[CH:12][CH:11]=3)=[C:8]([CH3:21])[C:7](=[O:22])[CH2:6]1)[CH2:2][CH2:3][CH3:4]. Procedure: A solution of 9a butyl-4,8-dimethyl-7-methoxy-1,2,9,9a-tetrahydro-3H-fluoren-3-one (84 mg, 0.28 mmol) in anhydrous CH2Cl2 (3 mL) was placed under a nitrogen atmosphere, cooled in an acetone-dry ice bath, and treated with 1M BBr3 in CH2Cl2 (1.11 mL, 1.11 mmol). The cooling bath was removed and the reaction mixture was stirred at room temperature for 4 hours. The reaction mixture was diluted with EtOAc (20 mL), washed with water (20 ml) containing 2N HCl (2 mL) followed by brine (10 mL), dried ove... The reactants are CCOc1ccc(-c2ccc3c(c2)C=C(C(=O)OC)CCN3C=O)cc1F, C1CCOC1, CCO, Cl, [Na+], [OH-]. Yields the product CCOc1ccc(-c2ccc3c(c2)C=C(C(=O)O)CCN3C=O)cc1F. RXN SMILES: [CH2:1]([CH3:2])[O:3][c:4]1[c:5]([F:27])[cH:6][c:7](-[c:10]2[cH:11][cH:12][c:13]3[c:14]([cH:26]2)[CH:15]=[C:16]([C:22](=[O:23])[O:24][CH3:25])[CH2:17][CH2:18][N:19]3[CH:20]=[O:21])[cH:8][cH:9]1.[CH2:31]1[O:32][CH2:33][CH2:34][CH2:35]1.[CH3:36][CH2:37][OH:38].[ClH:30].[Na+:29].[OH-:28]>>[CH2:1]([CH3:2])[O:3][c:4]1[c:5]([F:27])[cH:6][c:7](-[c:10]2[cH:11][cH:12][c:13]3[c:14]([cH:26]2)[CH:15]=[C:16]([C:22](=[O:23])[OH:24])[CH2:17][CH2:18][N:19]3[CH:20]=[O:21])[cH:8][cH:9]1.